This data is from the Open Reaction Database (ORD), a public repository of structured organic reaction records. The task is: describe an organic reaction: reactants, conditions, products, and yield Starting materials: Br, CCOC(=O)N1CCCN(c2nc3ccccc3[nH]2)CC1, CCO. Yields the product Br, c1ccc2[nH]c(N3CCCNCC3)nc2c1. Reaction SMILES: [BrH:22].[CH2:1]([O:2][C:3](=[O:4])[N:6]1[CH2:7][CH2:8][N:9]([c:13]2[n:14][c:15]3[c:16]([nH:17]2)[cH:18][cH:19][cH:20][cH:21]3)[CH2:10][CH2:11][CH2:12]1)[CH3:5].[CH3:23][CH2:24][OH:25]>>[BrH:22].[NH:6]1[CH2:7][CH2:8][N:9]([c:13]2[nH:14][c:15]3[c:16]([n:17]2)[cH:18][cH:19][cH:20][cH:21]3)[CH2:10][CH2:11][CH2:12]1. Starting materials: CC(=O)NC(CCC(F)(F)F)C(=O)O, O. Product: NC(CCC(F)(F)F)C(=O)O. Reaction SMILES: [C:1](=[O:2])([CH3:3])[NH:4][CH:5]([CH2:6][CH2:7][C:8]([F:9])([F:10])[F:11])[C:12](=[O:13])[OH:14].[OH2:15]>>[NH2:4][CH:5]([CH2:6][CH2:7][C:8]([F:9])([F:10])[F:11])[C:12](=[O:13])[OH:14]. Starting materials: C([O-])([O-])=O.[K+].[K+] (Potassium carbonate), C(C)(C)(C)OC(=O)N[C@@H]1CC[C@H](CC1)C(=O)O (trans-4-tert-butoxycarbonylamino-cyclohexanecarboxylic acid), CI (methyl iodide). Solvent: CN(C=O)C (N,N-dimethylformamide). Reaction conditions: time 5 hour. The product is COC(=O)[C@@H]1CC[C@H](CC1)NC(=O)OC(C)(C)C (trans-4-tert-butoxycarbonylamino-cyclohexanecarboxylic acid methyl ester). The yield is 102.9%. RXN SMILES: [C:1](=O)([O-])[O-].[K+].[K+].[C:7]([O:11][C:12]([NH:14][C@H:15]1[CH2:20][CH2:19][C@H:18]([C:21]([OH:23])=[O:22])[CH2:17][CH2:16]1)=[O:13])([CH3:10])([CH3:9])[CH3:8].CI>CN(C)C=O>[CH3:1][O:22][C:21]([C@H:18]1[CH2:17][CH2:16][C@H:15]([NH:14][C:12]([O:11][C:7]([CH3:10])([CH3:8])[CH3:9])=[O:13])[CH2:20][CH2:19]1)=[O:23] |f:0.1.2|. Procedure: Potassium carbonate (877 mg, 6.34 mmol, 1.05 eq) is added at room temperature to a stirred solution of trans-4-tert-butoxycarbonylamino-cyclohexanecarboxylic acid (1.50 g, 6.04 mmol, 1.0 eq) in N,N-dimethylformamide (30 mL), followed by methyl iodide (395 μL, 6.34 mmol, 1.05 eq). After 5 hours stirring at room temperature, solvent is evaporated and the residue is extracted with ethyl acetate (3×30 mL) and water (30 mL). The combined organic layers are washed with brine (30 mL), dried over sodium... Starting materials: [H][H], O=[N+]([O-])c1ccccc1NC1CCN(Cc2ccccc2)CC1, C1CCOC1. Product: Nc1ccccc1NC1CCN(Cc2ccccc2)CC1. As a reaction SMILES: [H:24][H:25].[N+:1]([O-:2])(=[O:3])[c:4]1[c:5]([NH:10][CH:11]2[CH2:12][CH2:13][N:14]([CH2:17][c:18]3[cH:19][cH:20][cH:21][cH:22][cH:23]3)[CH2:15][CH2:16]2)[cH:6][cH:7][cH:8][cH:9]1.[O:26]1[CH2:27][CH2:28][CH2:29][CH2:30]1>>[NH2:1][c:4]1[c:5]([NH:10][CH:11]2[CH2:12][CH2:13][N:14]([CH2:17][c:18]3[cH:19][cH:20][cH:21][cH:22][cH:23]3)[CH2:15][CH2:16]2)[cH:6][cH:7][cH:8][cH:9]1. Reactants: Br, O=S(=O)(O)O, OCCCc1ccccc1. Yields the product BrCCCc1ccccc1. RXN SMILES: [BrH:16].[S:11](=[O:12])(=[O:13])([OH:14])[OH:15].[c:1]1([CH2:7][CH2:8][CH2:9][OH:10])[cH:2][cH:3][cH:4][cH:5][cH:6]1>>[c:1]1([CH2:7][CH2:8][CH2:9][Br:16])[cH:2][cH:3][cH:4][cH:5][cH:6]1. Reactants: BrB(Br)Br, O=C([O-])O, COc1ccc2c(c1)C1(CCC2)CCCn2cncc21, ClCCl, [Na+]. Yields the product Oc1ccc2c(c1)C1(CCC2)CCCn2cncc21. As a reaction SMILES: [B:21]([Br:22])([Br:23])[Br:24].[C:25](=[O:26])([OH:27])[O-:28].[CH3:1][O:2][c:3]1[cH:4][cH:5][c:6]2[c:19]([cH:20]1)[C:10]1([CH2:9][CH2:8][CH2:7]2)[c:11]2[n:12]([cH:16][n:17][cH:18]2)[CH2:13][CH2:14][CH2:15]1.[Cl:30][CH2:31][Cl:32].[Na+:29]>>[OH:2][c:3]1[cH:4][cH:5][c:6]2[c:19]([cH:20]1)[C:10]1([CH2:9][CH2:8][CH2:7]2)[c:11]2[n:12]([cH:16][n:17][cH:18]2)[CH2:13][CH2:14][CH2:15]1. The reactants are C(C=C(C)C)C1=C(O)C=C(C=C1O)O (Prenylphloroglucinol), C(CCC)(=O)Cl (butyrylchloride). The product is OC1=C2CCC(OC2=C(C(=C1C(CCC)=O)O)C(CCC)=O)(C)C (5,7-dihydroxy-6,8-dibutyryl-2,2-dimethylchroman). Reaction SMILES: [CH2:1]([C:6]1[C:12]([OH:13])=[CH:11][C:10]([OH:14])=[CH:9][C:7]=1[OH:8])[CH:2]=[C:3]([CH3:5])[CH3:4].[C:15](Cl)(=[O:19])[CH2:16][CH2:17][CH3:18]>>[OH:8][C:7]1[C:9]([C:15](=[O:19])[CH2:16][CH2:17][CH3:18])=[C:10]([OH:14])[C:11]([C:7](=[O:8])[CH2:6][CH2:1][CH3:2])=[C:12]2[C:6]=1[CH2:1][CH2:2][C:3]([CH3:5])([CH3:4])[O:13]2. Reported procedure: Phloroglucinol was treated with prenylchloride using the same procedure as described in Example 2 to yield prenylphloroglucinol. Prenylphloroglucinol was treated with butyrylchloride, according to the same procedure as described for the preparation of 2,4-dibutyrylphoroglucinol in Example 34 (Method 2) to yield 5,7-dihydroxy-6,8-dibutyryl-2,2-dimethylchroman (36 after chromatography with silica gel (petroleum ether, ethyl acetate, 4:1). Starting materials: CCCCc1cc2cccc(C(=O)OC)c2[nH]1, CN(C)C=O, O=C1CCC(=O)N1Cl, O. The product is CCCCc1[nH]c2c(C(=O)OC)cccc2c1Cl. As a reaction SMILES: [CH2:1]([CH2:2][CH2:3][CH3:4])[c:5]1[nH:6][c:7]2[c:8]([C:14](=[O:15])[O:16][CH3:17])[cH:9][cH:10][cH:11][c:12]2[cH:13]1.[CH3:27][N:28]([CH3:29])[CH:30]=[O:31].[Cl:18][N:19]1[C:20](=[O:21])[CH2:22][CH2:23][C:24]1=[O:25].[OH2:26]>>[CH2:1]([CH2:2][CH2:3][CH3:4])[c:5]1[nH:6][c:7]2[c:8]([C:14](=[O:15])[O:16][CH3:17])[cH:9][cH:10][cH:11][c:12]2[c:13]1[Cl:18]. The reactants are CC1([C@@H]([C@@H]1\C=C/C(OC1=CC=CC=C1)=O)C(=O)O)C ((1R,cis) 2,2-dimethyl-3-[(Z) 3-oxo-3-phenoxy-1-propenyl]-cyclopropane-carboxylic acid), CC1([C@@H]([C@@H]1\C=C/C(OC1=CC=CC=C1)=O)C(=O)O[C@@H](C1=CC(=CC=C1)OC1=CC=CC=C1)C#N)C ((S)α-cyano-3-phenoxy-benzyl (1R,cis) 2,2-dimethyl-3-[(Z) 3-oxo-3-phenoxy-1-propenyl]-cyclopropane-carboxylate), 2-methyl-4-oxo-3-(2-propenyl)-2-cyclopenten-1-yl, CC1(C(C1\C=C/C(OC1=CC=CC=C1)=O)C(=O)[O-])C (2,2-dimethyl-3-[(Z) 3-oxo-3-phenoxy-1-propenyl]-cyclopropane-carboxylate). The product is CC1([C@@H]([C@@H]1\C=C/C(OC1=CC=CC=C1)=O)C(=O)OC1C(=C(C(C1)=O)CC=C)C)C (2-methyl-4-oxo-3-(2-propenyl)-2-cyclopenten-1-yl (1R,cis) 2,2-dimethyl-3-[(Z) 3-oxo-3-phenoxy-1-propenyl]-cyclopropane-carboxylate). Isolated yield 189.6%. Reaction SMILES: [CH3:1][C:2]1(C)[C@@H](/C=C\C(=O)OC2C=CC=CC=2)[C@H:3]1C(O)=O.[CH3:20][C:21]1([CH3:54])[C@@H:23](/[CH:24]=[CH:25]\[C:26](=[O:34])[O:27][C:28]2[CH:33]=[CH:32][CH:31]=[CH:30][CH:29]=2)[C@H:22]1[C:35]([O:37][C@H:38](C#N)[C:39]1[CH:44]=C[CH:42]=[C:41]([O:45]C2C=CC=CC=2)[CH:40]=1)=[O:36].CC1(C)C(/C=C\C(=O)OC2C=CC=CC=2)C1C([O-])=O>>[CH3:20][C:21]1([CH3:54])[C@@H:23](/[CH:24]=[CH:25]\[C:26](=[O:34])[O:27][C:28]2[CH:33]=[CH:32][CH:31]=[CH:30][CH:29]=2)[C@H:22]1[C:35]([O:37][CH:38]1[CH2:42][C:41](=[O:45])[C:40]([CH2:3][CH:2]=[CH2:1])=[C:39]1[CH3:44])=[O:36]. Procedure details: Using the procedure of Example 2, 1.5 g of (1R,cis) 2,2-dimethyl-3-[(Z) 3-oxo-3-phenoxy-1-propenyl]-cyclopropane-carboxylic acid and 1 g of (S) 3-(2-propenyl)-1-hydroxy-2-methyl-4-oxo-cyclopent-2-en-1-yl were reacted to obtain 1.6 g of (1S) 2-methyl-4-oxo-3-(2-propenyl)-2-cyclopenten-1-yl (1R, cis) 2,2-dimethyl-3-[(Z) 3-oxo-3-phenoxy-1-propenyl]-cyclopropane-carboxylate with a specific rotation of [α]D20 =+66°±2.5 (c=0.5% in benzene). Reactants: [N+](=O)([O-])C1=C(C=[N+](C=C1)[O-])F (4-nitro-3-fluoropyridine N-oxide), NC=1C=C2C(=C(NC2=CC1)C)C (5-amino-2,3-dimethylindole), C(C)O (ethanol). Run at temperature 50 celsius, time 30 minute. Product: [N+](=O)([O-])C1=C(C=NC=C1)[NH+](C=1C=C2C(=C(NC2=CC1)C)C)[O-] (N-(4-nitro-3-pyridinyl)-2,3-dimethyl-1H-indol-5-amine N5 -oxide). RXN SMILES: [N+:1]([C:4]1[CH:9]=[CH:8][N+:7]([O-])=[CH:6][C:5]=1F)([O-:3])=[O:2].[NH2:12][C:13]1[CH:14]=[C:15]2[C:19](=[CH:20][CH:21]=1)[NH:18][C:17]([CH3:22])=[C:16]2[CH3:23].C([OH:26])C>>[N+:1]([C:4]1[CH:9]=[CH:8][N:7]=[CH:6][C:5]=1[NH+:12]([O-:26])[C:13]1[CH:14]=[C:15]2[C:19](=[CH:20][CH:21]=1)[NH:18][C:17]([CH3:22])=[C:16]2[CH3:23])([O-:3])=[O:2]. Reported procedure: A mixture of 4-nitro-3-fluoropyridine N-oxide (4.2 g) and 5-amino-2,3-dimethylindole (4.2 g) in 100 mL of thoroughly degassed absolute ethanol was stirred at 50° C. for 30 minutes and then cooled slowly to 0° C. The precipitate was collected and air dried to give 7.3 g of N-(4-nitro-3-pyridinyl)-2,3-dimethyl-1H-indol-5-amine N5 -oxide as a powder. This powder was taken up in 225 mL of isopropanol and hydrogenated at 50° C. over 3% platinum on carbon at 50 psi in the presence of lithium hydroxide...